Dataset: the Open Reaction Database (ORD), a public repository of structured organic reaction records. Task: describe an organic reaction: reactants, conditions, products, and yield The reactants are C(C)(=O)N1CC2=C(C=3C=C(C=CC13)N)N(N=C2C(=O)OCC)C2=CC1=C(OCO1)C=C2 (ethyl 5-acetyl-8-amino-1-(1,3-benzodioxol-5-yl)-4,5-dihydro-1H-pyrazolo[4,3-c]quinoline-3-carboxylate), N (NH3). The solvent is C(C)O (ethanol). Conditions: temperature 120 celsius, time 20 hour. Product: C(C)(=O)O.C(C)(=O)N1CC2=C(C=3C=C(C=CC13)N)N(N=C2C(=O)N)C2=CC1=C(OCO1)C=C2 (5-acetyl-8-amino-1-(1,3-benzodioxol-5-yl)-4,5-dihydro-1H-pyrazolo[4,3-c]quinoline-3-carboxamide acetate). The yield is 93.0%. As a reaction SMILES: [C:1]([N:4]1[C:13]2[CH:12]=[CH:11][C:10]([NH2:14])=[CH:9][C:8]=2[C:7]2[N:15]([C:23]3[CH:31]=[CH:30][C:26]4[O:27][CH2:28][O:29][C:25]=4[CH:24]=3)[N:16]=[C:17]([C:18]([O:20]CC)=[O:19])[C:6]=2[CH2:5]1)(=[O:3])[CH3:2].[NH3:32]>C(O)C>[C:18]([OH:20])(=[O:19])[CH3:17].[C:1]([N:4]1[C:13]2[CH:12]=[CH:11][C:10]([NH2:14])=[CH:9][C:8]=2[C:7]2[N:15]([C:23]3[CH:31]=[CH:30][C:26]4[O:27][CH2:28][O:29][C:25]=4[CH:24]=3)[N:16]=[C:17]([C:18]([NH2:32])=[O:20])[C:6]=2[CH2:5]1)(=[O:3])[CH3:2] |f:3.4|. Procedure: The material of Step 5 (450 mg, 0.00094 mol) was dissolved in ethanol (10 mL) and NH3 (10 mL), and the resulting reaction mixture was heated to 120° C. and shaken for 20 hours at 600 psi. The reaction was then cooled and vented for 2 hours. The resulting solution was concentrated in vacuo to give the product as a brown glass. 340 mg (MW=391.38, 93% yield). LC/MS m/z=392.05 (m+1). Reactants: [BH4-].[Na+] (sodium borohydride), CC(C)(C)C=1C=C(C=C(C1O)C(C)(C)C)SCCC(C)=O (4-[[3,5-bis(1,1-dimethylethyl)-4-hydroxy phenyl]thio]2-butanone), CC(=O)C (acetone). The solvent is C(C)O (ethanol). Conditions: temperature 0 celsius, time 1 hour. The product is CC(C)(C)C1=C(C(=CC(=C1)SCCC(C)O)C(C)(C)C)O (2,6-bis(1,1-dimethylethyl)-4-[(3-hydroxybutyl)thio]phenol). RXN SMILES: [CH3:1][C:2]([C:5]1[CH:6]=[C:7]([S:16][CH2:17][CH2:18][C:19](=[O:21])[CH3:20])[CH:8]=[C:9]([C:12]([CH3:15])([CH3:14])[CH3:13])[C:10]=1[OH:11])([CH3:4])[CH3:3].[BH4-].[Na+].CC(C)=O>C(O)C>[CH3:13][C:12]([C:9]1[CH:8]=[C:7]([S:16][CH2:17][CH2:18][CH:19]([OH:21])[CH3:20])[CH:6]=[C:5]([C:2]([CH3:4])([CH3:3])[CH3:1])[C:10]=1[OH:11])([CH3:14])[CH3:15] |f:1.2|. Procedure: The title ketone of Example 3 (1.0 g, 0.0032 mole) was dissolved in 10 ml of absolute ethanol and the solution cooled to about 0° C. in an ice bath and 31 mg of sodium borohydride was added. The reaction wa stirred for about one hour and acetone was added. The solvents were removed in vacuo, the residue extracted twice with benzene, the organic extracts combined and dried over sodium sulfate. Removal of the solvent in vacuo gave the crude product which was chromatographed on silica to give the t... Reported procedure: To a solution of 30 mg of (5-(3-thienyl)isoxazol-3-yl)methanol in 5 mL of dichloromethane, 84 mg of Dess-Martin periodinane was added under cooling with ice, and the mixture was stirred at room temperature for 1 hour 30 minutes. Thereto was further added 40 mg of Dess-Martin periodinane, and the mixture was stirred at room temperature for 1 hour 30 minutes. Diethyl ether was added to the reaction mixture, the insoluble substance was filtered off, and the solvent was distilled off under reduced p... Isolated yield 101.1%. Yields the product S1C=C(C=C1)C1=CC(=NO1)C=O (5-(3-thienyl)isoxazole-3-carbaldehyde). RXN SMILES: [S:1]1[CH:5]=[CH:4][C:3]([C:6]2[O:10][N:9]=[C:8]([CH2:11][OH:12])[CH:7]=2)=[CH:2]1.CC(OI1(OC(C)=O)(OC(C)=O)OC(=O)C2C=CC=CC1=2)=O.C(OCC)C>ClCCl>[S:1]1[CH:5]=[CH:4][C:3]([C:6]2[O:10][N:9]=[C:8]([CH:11]=[O:12])[CH:7]=2)=[CH:2]1. The reactants are S1C=C(C=C1)C1=CC(=NO1)CO ((5-(3-thienyl)isoxazol-3-yl)methanol), CC(=O)OI1(C=2C=CC=CC2C(=O)O1)(OC(=O)C)OC(=O)C (Dess-Martin periodinane), C(C)OCC (Diethyl ether), CC(=O)OI1(C=2C=CC=CC2C(=O)O1)(OC(=O)C)OC(=O)C (Dess-Martin periodinane). Run at time 30 minute. Run in ClCCl (dichloromethane). The reactants are ClC1(NC=NC2=CC(=CC=C12)C1=NC=CC=C1C(F)(F)F)O (4-chloro-7-(3-trifluoromethyl-pyridin-2-yl)-quinazolin-4-ol), C(C)(C)(C)C1=C(C=C(C=C1)N)OCCO[Si](C)(C)C(C)(C)C (4-tert-butyl-3-[2-(tert-butyl-dimethyl-silanyloxy)-ethoxy]-phenylamine). Run in C(C)#N (acetonitrile). Yields the product C(C)(C)(C)C1=C(C=C(C=C1)NC1=NC=NC2=CC(=CC=C12)C1=NC=CC=C1C(F)(F)F)OCCO[Si](C)(C)C(C)(C)C ({4-tert-Butyl-3-[2-(tert-butyl-dimethyl-silanyloxy)-ethoxy]-phenyl}-[7-(3-trifluoromethyl-pyridin-2-yl)-quinazolin-4-yl]-amine). As a reaction SMILES: Cl[C:2]1(O)[C:11]2[C:6](=[CH:7][C:8]([C:12]3[C:17]([C:18]([F:21])([F:20])[F:19])=[CH:16][CH:15]=[CH:14][N:13]=3)=[CH:9][CH:10]=2)[N:5]=[CH:4][NH:3]1.[C:23]([C:27]1[CH:32]=[CH:31][C:30]([NH2:33])=[CH:29][C:28]=1[O:34][CH2:35][CH2:36][O:37][Si:38]([C:41]([CH3:44])([CH3:43])[CH3:42])([CH3:40])[CH3:39])([CH3:26])([CH3:25])[CH3:24]>C(#N)C>[C:23]([C:27]1[CH:32]=[CH:31][C:30]([NH:33][C:2]2[C:11]3[C:6](=[CH:7][C:8]([C:12]4[C:17]([C:18]([F:21])([F:20])[F:19])=[CH:16][CH:15]=[CH:14][N:13]=4)=[CH:9][CH:10]=3)[N:5]=[CH:4][N:3]=2)=[CH:29][C:28]=1[O:34][CH2:35][CH2:36][O:37][Si:38]([C:41]([CH3:44])([CH3:43])[CH3:42])([CH3:39])[CH3:40])([CH3:26])([CH3:24])[CH3:25]. Procedure: Stir 4-chloro-7-(3-trifluoromethyl-pyridin-2-yl)-quinazolin-4-ol (1.85 g, 6 mmol) and 4-tert-butyl-3-[2-(tert-butyl-dimethyl-silanyloxy)-ethoxy]-phenylamine (1.94 g, 6 mmol) in acetonitrile (100 mL) at 80° C. for 4 hours. Cool the mixture and collect the precipitate. Partition the residue between ethyl acetate and sodium bicarbonate solution and extract with further ethyl acetate. Dry the combined extracts (MgSO4) and concentrate under reduced pressure to give the title compound. The reactants are FC1=C(C=2C(C3=CC=CC=C3C2C=C1)=O)C(=O)OCC (ethyl 2-fluoro-fluoren-9-one-1-carboxylate), [OH-].[Na+] (NaOH), Cl (HCl). The solvent is O (water). The product is FC1=C(C=2C(C3=CC=CC=C3C2C=C1)=O)C(=O)O (2-fluoro-fluoren-9-one-1-carboxylic acid). RXN SMILES: [F:1][C:2]1[CH:14]=[CH:13][C:12]2[C:11]3[C:6](=[CH:7][CH:8]=[CH:9][CH:10]=3)[C:5](=[O:15])[C:4]=2[C:3]=1[C:16]([O:18]CC)=[O:17].[OH-].[Na+].Cl>O>[F:1][C:2]1[CH:14]=[CH:13][C:12]2[C:11]3[C:6](=[CH:7][CH:8]=[CH:9][CH:10]=3)[C:5](=[O:15])[C:4]=2[C:3]=1[C:16]([OH:18])=[O:17] |f:1.2|. Procedure details: The ethyl 2-fluoro-fluoren-9-one-1-carboxylate is mixed with 500 ml of NaOH 6N and refluxed for 2 hours. After cooling, the mixture is diluted with twice its volume of water and acidified with concentrated HCl. The yellow precipitate that forms is filtered and washed with water. The melting point of the pure product isolated from column chromatography on silica gel (eluant: CHCl3 /CH3CO2C2H5 3/1) is: 209.210° C. Procedure: According to the procedure described for the synthesis of example 4, step f, the title compound has been synthesized from 2-Morpholin-4-yl-5-nitro-benzoic acid and 4-(4-Methanesulfonyl-phenyl)-1,2,3,6-tetrahydro-pyridine. MS (m/e): 470.1 (M−H, 100%) The reactants are N1(CCOCC1)C1=C(C(=O)O)C=C(C=C1)[N+](=O)[O-] (2-Morpholin-4-yl-5-nitro-benzoic acid), CS(=O)(=O)C1=CC=C(C=C1)C=1CCNCC1 (4-(4-Methanesulfonyl-phenyl)-1,2,3,6-tetrahydro-pyridine). RXN SMILES: [N:1]1([C:7]2[CH:15]=[CH:14][C:13]([N+:16]([O-:18])=[O:17])=[CH:12][C:8]=2[C:9]([OH:11])=O)[CH2:6][CH2:5][O:4][CH2:3][CH2:2]1.[CH3:19][S:20]([C:23]1[CH:28]=[CH:27][C:26]([C:29]2[CH2:30][CH2:31][NH:32][CH2:33][CH:34]=2)=[CH:25][CH:24]=1)(=[O:22])=[O:21]>>[CH3:19][S:20]([C:23]1[CH:24]=[CH:25][C:26]([C:29]2[CH2:34][CH2:33][N:32]([C:9]([C:8]3[CH:12]=[C:13]([N+:16]([O-:18])=[O:17])[CH:14]=[CH:15][C:7]=3[N:1]3[CH2:2][CH2:3][O:4][CH2:5][CH2:6]3)=[O:11])[CH2:31][CH:30]=2)=[CH:27][CH:28]=1)(=[O:22])=[O:21]. The product is CS(=O)(=O)C1=CC=C(C=C1)C=1CCN(CC1)C(=O)C1=C(C=CC(=C1)[N+](=O)[O-])N1CCOCC1 ([4-(4-Methanesulfonyl-phenyl)-3,6-dihydro-2H-pyridin-1-yl]-(2-morpholin-4-yl-5-nitro-phenyl)-methanone).